This data is from the Open Reaction Database (ORD), a public repository of structured organic reaction records. The task is: describe an organic reaction: reactants, conditions, products, and yield Reaction SMILES: N#N.[C:3]1([CH2:9][O:10][C:11]([NH:13][C@H:14]([C:17]([NH:19][O:20]CC(NC(OCC2C=CC=CC=2)=O)C(OC)=O)=[O:18])[CH2:15]O)=[O:12])[CH:8]=[CH:7][CH:6]=[CH:5][CH:4]=1.C1(P(C2C=CC=CC=2)C2C=CC=CC=2)C=CC=CC=1.CCOC(/N=N/C(OCC)=O)=O.CCCCCCC=CCCC>O1CCCC1>[OH:20][N:19]1[CH2:15][C@H:14]([NH:13][C:11]([O:10][CH2:9][C:3]2[CH:8]=[CH:7][CH:6]=[CH:5][CH:4]=2)=[O:12])[C:17]1=[O:18] |f:0.1|. Reactants: 1,8-diazabicyclo[5.4.0, CCCCCCC=CCCC (undecan-7-ene), N#N.C1(=CC=CC=C1)COC(=O)N[C@@H](CO)C(=O)NOCC(C(=O)OC)NC(=O)OCC1=CC=CC=C1 (N2 [[(phenylmethyl)oxy]carbonyl]-N-[2-[[[(phenylmethyl)oxy]carbonyl]amino]-3-methoxy-3-oxopropoxy]-L-serinamide), C1(=CC=CC=C1)P(C1=CC=CC=C1)C1=CC=CC=C1 (triphenylphosphine), CCOC(=O)/N=N/C(=O)OCC (diethylazodicarboxylate). Run in O1CCCC1 (tetrahydrofuran). Reported procedure: To a cold (0°-5° C.) solution of N2 -[[(phenylmethyl)oxy]carbonyl]-N-[2-[[[(phenylmethyl)oxy]carbonyl]amino]-3-methoxy-3-oxopropoxy]-L-serinamide (6.08 g) in distilled tetrahydrofuran (100 ml) is added triphenylphosphine (3.6 g) followed by diethylazodicarboxylate (2.15 ml, 2.38 g). The reaction mixture is allowed to stir for twelve hours under nitrogen, whereupon 7.0 ml of 1,8-diazabicyclo[5.4.0.]undecan-7-ene is added. After 30 minutes, tetrahydrofuran is removed by evaporation and the resulti... Yields the product ON1C([C@H](C1)NC(=O)OCC1=CC=CC=C1)=O ((3S)-1-Hydroxy-3-[[[(phenylmethyl)oxy]carbonyl]-amino]-2-azetidinone). Conditions: time 30 minute. Reaction SMILES: [CH2:1]([C:13]1[O:17][C:16]([CH3:18])=[C:15]([C:19]([O:21]CC)=[O:20])[CH:14]=1)[CH2:2][CH2:3][CH2:4][CH2:5][CH2:6][CH2:7][CH2:8][CH2:9][CH2:10][CH2:11][CH3:12]>[OH-].[Na+].C(O)C>[CH2:1]([C:13]1[O:17][C:16]([CH3:18])=[C:15]([C:19]([OH:21])=[O:20])[CH:14]=1)[CH2:2][CH2:3][CH2:4][CH2:5][CH2:6][CH2:7][CH2:8][CH2:9][CH2:10][CH2:11][CH3:12] |f:1.2|. Run in [OH-].[Na+] (sodium hydroxide), C(C)O (ethanol). The reactants are C(CCCCCCCCCCC)C1=CC(=C(O1)C)C(=O)OCC (ethyl 5-dodecyl-2-methyl-3-furoate). Yields the product C(CCCCCCCCCCC)C1=CC(=C(O1)C)C(=O)O (5-dodecyl-2-methyl-3-furoic acid). Procedure: Saponification of 0.5 g of the ester was accomplished by refluxing 12 hours in 10 ml of 25% aqueous sodium hydroxide and 5 ml of ethanol. Acidification of the mixture precipitated the crude acid, which was purified by sublimation to give 5-dodecyl-2-methyl-3-furoic acid, mp 70°-73° C. The reactants are CC(=O)CC(C)C, OC(CCl)Cn1c2ccccc2c2ccccc21, [K+], [K+], O=C([O-])[O-], OC1(c2ccccc2)CCNCC1. Yields the product Cl, OC(CN1CCC(O)(c2ccccc2)CC1)Cn1c2ccccc2c2ccccc21. Reaction SMILES: [CH3:38][CH:39]([CH3:40])[CH2:41][C:42](=[O:43])[CH3:44].[Cl:20][CH2:21][CH:22]([CH2:23][n:24]1[c:25]2[cH:26][cH:27][cH:28][cH:29][c:30]2[c:31]2[cH:32][cH:33][cH:34][cH:35][c:36]12)[OH:37].[K+:14].[K+:15].[O-:16][C:17]([O-:18])=[O:19].[c:1]1([C:7]2([OH:13])[CH2:8][CH2:9][NH:10][CH2:11][CH2:12]2)[cH:2][cH:3][cH:4][cH:5][cH:6]1>>[ClH:20].[c:1]1([C:7]2([OH:13])[CH2:8][CH2:9][N:10]([CH2:21][CH:22]([CH2:23][n:24]3[c:25]4[cH:26][cH:27][cH:28][cH:29][c:30]4[c:31]4[cH:32][cH:33][cH:34][cH:35][c:36]34)[OH:37])[CH2:11][CH2:12]2)[cH:2][cH:3][cH:4][cH:5][cH:6]1. Conditions: temperature 50 celsius. Procedure: To a solution of compound (13a) (1.24 g, 4.62 mmol) in 10 mL of ethanol was added ethyl 3-aminobenzoate (764 mg. 4.62 mmol). The reaction mixture was heated at 50° C. for 2 h and then cooled to room temperature. Solvent was removed and the residue was dissolved in EtOAc (50 mL) and washed with saturated aq NaHCO3, 10% HCl, and brine and dried over anhydrous Na2 SO4. Removal of the solvent provided a residue that was purified by flash column with use of EtOAc/hexane (25% to 50%) to yield 3-[5-chl... Starting materials: ClC1=NC=2N(C(=C1)Cl)N=CC2CCCCC#N (5-(5,7-dichloro-pyrazolo[1,5-a]pyrimidin-3-yl)-pentanenitrile), NC=1C=C(C(=O)OCC)C=CC1 (ethyl 3-aminobenzoate). Run in C(C)O (ethanol). Reaction SMILES: [Cl:1][C:2]1[CH:7]=[C:6](Cl)[N:5]2[N:9]=[CH:10][C:11]([CH2:12][CH2:13][CH2:14][CH2:15][C:16]#[N:17])=[C:4]2[N:3]=1.[NH2:18][C:19]1[CH:20]=[C:21]([CH:27]=[CH:28][CH:29]=1)[C:22]([O:24][CH2:25][CH3:26])=[O:23]>C(O)C>[CH2:25]([O:24][C:22](=[O:23])[C:21]1[CH:27]=[CH:28][CH:29]=[C:19]([NH:18][C:6]2[N:5]3[N:9]=[CH:10][C:11]([CH2:12][CH2:13][CH2:14][CH2:15][C:16]#[N:17])=[C:4]3[N:3]=[C:2]([Cl:1])[CH:7]=2)[CH:20]=1)[CH3:26]. Isolated yield 54.4%. Product: C(C)OC(C1=CC(=CC=C1)NC1=CC(=NC=2N1N=CC2CCCCC#N)Cl)=O (3-[5-chloro-3-(4-cyano-butyl)-pyrazolo[1,5-a]pyrimidin-7-ylamino]-benzoic acid ethyl ester). The reactants are ClC1=CC(=CC=C1)C(=O)OO (3-chloroperbenzoic acid), COC1=CC=C(C=C1)C=1N=C(NC1C1=CC=C(C=C1)OC)SC=1SC=CN1 (4,5-bis(4-methoxyphenyl)-2-(2-thiazolylthio)imidazole). Run in ClCCl (dichloromethane), ClCCl (dichloromethane). Reaction conditions: time 3 hour. Yields the product COC1=CC=C(C=C1)C=1N=C(NC1C1=CC=C(C=C1)OC)S(=O)C=1SC=CN1 (4,5-bis(4-methoxyphenyl)-2-(2-thiazolylsulfinyl)imidazole). Isolated yield 79.8%. RXN SMILES: ClC1C=CC=C(C(OO)=[O:9])C=1.[CH3:12][O:13][C:14]1[CH:19]=[CH:18][C:17]([C:20]2[N:21]=[C:22]([S:33][C:34]3[S:35][CH:36]=[CH:37][N:38]=3)[NH:23][C:24]=2[C:25]2[CH:30]=[CH:29][C:28]([O:31][CH3:32])=[CH:27][CH:26]=2)=[CH:16][CH:15]=1>ClCCl>[CH3:32][O:31][C:28]1[CH:27]=[CH:26][C:25]([C:24]2[N:23]=[C:22]([S:33]([C:34]3[S:35][CH:36]=[CH:37][N:38]=3)=[O:9])[NH:21][C:20]=2[C:17]2[CH:16]=[CH:15][C:14]([O:13][CH3:12])=[CH:19][CH:18]=2)=[CH:30][CH:29]=1. Procedure: A solution of 2.164 g of 3-chloroperbenzoic acid (80%) in 150 ml of dichloromethane is added dropwise to a solution of 3.95 g of 4,5-bis(4-methoxyphenyl)-2-(2-thiazolylthio)imidazole in 100 ml of dichloromethane. The solution is stirred for 3 hours at room temperature, washed with sodium bicarbonate solution, dried over sodium sulfate, and concentrated to dryness under vacuum. The residue is chromatographed on 150 g of silica gel with acetone/hexane 2:3, thus obtaining 3.28 g of 4,5-bis(4-methox...